This data is from the Open Reaction Database (ORD), a public repository of structured organic reaction records. The task is: describe an organic reaction: reactants, conditions, products, and yield The reactants are ClC=1C=C2C(C(NC2=CC1)=O)(NC)CC1CCCCC1 (5-chloro-3-(cyclohexylmethyl)-1,3-dihydro-3-(methylamino)indol-2-one), COC1=C(C=CC(=C1)[N+](=O)[O-])S(=O)(=O)Cl (2-methoxy-4-nitrobenzenesulfonyl chloride), C(Cl)Cl (DCM). Run in C(Cl)Cl.CCOC(=O)C (DCM AcOEt). Yields the product ClC=1C=C2C(C(N(C2=CC1)S(=O)(=O)C1=C(C=C(C=C1)[N+](=O)[O-])OC)=O)(NC)CC1CCCCC1 (5-Chloro-3-(cyclohexylmethyl)-1,3-dihydro-1-(2-methoxy-4-nitrobenzenesulfonyl)-3-(methylamino)indol-2-one). Yield: 58.0%. Reaction SMILES: [Cl:1][C:2]1[CH:3]=[C:4]2[C:8](=[CH:9][CH:10]=1)[NH:7][C:6](=[O:11])[C:5]2([CH2:14][CH:15]1[CH2:20][CH2:19][CH2:18][CH2:17][CH2:16]1)[NH:12][CH3:13].[CH3:21][O:22][C:23]1[CH:28]=[C:27]([N+:29]([O-:31])=[O:30])[CH:26]=[CH:25][C:24]=1[S:32](Cl)(=[O:34])=[O:33].C(Cl)Cl>C(Cl)Cl.CCOC(C)=O>[Cl:1][C:2]1[CH:3]=[C:4]2[C:8](=[CH:9][CH:10]=1)[N:7]([S:32]([C:24]1[CH:25]=[CH:26][C:27]([N+:29]([O-:31])=[O:30])=[CH:28][C:23]=1[O:22][CH3:21])(=[O:33])=[O:34])[C:6](=[O:11])[C:5]2([CH2:14][CH:15]1[CH2:20][CH2:19][CH2:18][CH2:17][CH2:16]1)[NH:12][CH3:13] |f:3.4|. Procedure details: This compound is prepared according to the procedure described in EXAMPLE 16 from 1.49 g of 5-chloro-3-(cyclohexylmethyl)-1,3-dihydro-3-(methylamino)indol-2-one and 1.8 g of 2-methoxy-4-nitrobenzenesulfonyl chloride. Chromatography on silica using DCM and then a DCM/AcOEt mixture (95/5; v/v) as the eluent gives 1.5 g of the expected product after crystallization from AcOEt. M.p.=207° C. The reactants are [H][H] (hydrogen), hexanes EtOAc, N1C=C(C2=CC=CC=C12)C=1N=C2C(=NC1)N(C=C2C(C(C)(C)C)=O)COCC[Si](C)(C)C (1-[2-(1H-indol-3-yl)-5-(2-trimethylsilanyl-ethoxymethyl)-5H-pyrrolo[2,3-b]pyrazin-7-yl]-2,2-dimethyl-propan-1-one), 1, C([O-])([O-])=O.[Cs+].[Cs+] (cesium carbonate), [H-].[Na+] (NaH), oil. Solvent: C(C)#N (acetonitrile), C1(=CC=CC=C1)C.CC(=O)C (toluene acetone). Run at temperature 80 celsius, time 8 hour. The product is CC(C(=O)C1=CNC2=NC=C(N=C21)C2=CC(=NC=C2)N2CCCC2)(C)C (2,2-Dimethyl-1-[2-(2-pyrrolidin-1-yl-pyridin-4-yl)-5H-pyrrolo[2,3-b]pyrazin-7-yl]-propan-1-one). The yield is 35.9%. As a reaction SMILES: N1C2[C:4](=[CH:5]C=CC=2)[C:3]([C:10]2[N:11]=[C:12]3[C:18]([C:19](=[O:24])[C:20]([CH3:23])([CH3:22])[CH3:21])=[CH:17][N:16](COCC[Si](C)(C)C)[C:13]3=[N:14][CH:15]=2)=C1.C(=O)([O-])[O-].[Cs+].[Cs+].[H-].[Na+].[H][H]>C(#N)C.C1(C)C=CC=CC=1.CC(C)=O>[CH3:22][C:20]([CH3:21])([CH3:23])[C:19]([C:18]1[C:12]2[C:13](=[N:14][CH:15]=[C:10]([C:3]3[CH:3]=[CH:10][N:11]=[C:5]([N:16]4[CH2:17][CH2:18][CH2:12][CH2:13]4)[CH:4]=3)[N:11]=2)[NH:16][CH:17]=1)=[O:24] |f:1.2.3,4.5,8.9|. Reported procedure: Step 2—A mixture of 1-[2-(1H-indol-3-yl)-5-(2-trimethylsilanyl-ethoxymethyl)-5H-pyrrolo[2,3-b]pyrazin-7-yl]-2,2-dimethyl-propan-1-one (0.2 g, 0.446 mmol), 1 (0.23 g, 0.892 mmol), and cesium carbonate (0.29 g, 0.892 mmol) in 4 mL of acetonitrile was stirred at 80° C. overnight. TLC (hexanes/EtOAc 7/3) showed little conversion, so NaH 60% dispersion in oil (0.067 g, 1.672 mmol) was added and the after hydrogen evolution had stopped the reaction mixture was stirred at 130° C. under microwave irradi... Reactants: COC1=NC=C(C(=N1)OC)B(O)O (2,4-Dimethoxy-pyrimidine-5-boronic acid), BrC1=NC(=CC=C1)F (2-bromo-6-fluoropyridine), C(=O)([O-])[O-].[Na+].[Na+] (Na2CO3), C1=CC=C(C=C1)P(C2=CC=CC=C2)C3=CC=CC=C3 (PPh3). Reagents/catalysts: CC(=O)[O-].CC(=O)[O-].[Pd+2] (Pd(OAc)2). Run in C(CC)O (n-PrOH). The product is FC1=CC=CC(=N1)C=1C(=NC(=NC1)OC)OC (5-(6-Fluoro-pyridin-2-yl)-2,4-dimethoxy-pyrimidine). The yield is 57.6%. Reaction SMILES: [CH3:1][O:2][C:3]1[N:8]=[C:7]([O:9][CH3:10])[C:6](B(O)O)=[CH:5][N:4]=1.Br[C:15]1[CH:20]=[CH:19][CH:18]=[C:17]([F:21])[N:16]=1.C([O-])([O-])=O.[Na+].[Na+].C1C=CC(P(C2C=CC=CC=2)C2C=CC=CC=2)=CC=1>C(O)CC.CC([O-])=O.CC([O-])=O.[Pd+2]>[F:21][C:17]1[N:16]=[C:15]([C:6]2[C:7]([O:9][CH3:10])=[N:8][C:3]([O:2][CH3:1])=[N:4][CH:5]=2)[CH:20]=[CH:19][CH:18]=1 |f:2.3.4,7.8.9|. Procedure details: 2,4-Dimethoxy-pyrimidine-5-boronic acid (966 mg, 5.3 mmol) was dissolved in degassed n-PrOH (60 ml) and then 2-bromo-6-fluoropyridine (850 mg, 4.8 mmol), Na2CO3 (1.676 g, 15.8 mmol), PPh3 (400 mg, 1.52 mmol) and Pd(OAc)2 (116 mg) were added. The suspension was stirred at reflux for 3 hours. The solvent was evaporated under vacuum and the crude was partitioned between water and ethyl acetate. The organic phase was dried (Na2SO4) and evaporated. The crude was triturated with iPrOH to give 650 mg o... The product is CC(O)C(CCc1ccccc1OCC(F)(F)F)n1cnc(C(N)=O)c1. Reaction SMILES: [C:38](=[O:39])([O-:40])[O-:41].[CH2:49]([O:50][C:51](=[O:52])[CH3:53])[CH3:54].[CH3:44][N:45]([CH3:46])[CH:47]=[O:48].[K+:42].[K+:43].[O:22]([S:23]([c:24]1[cH:25][cH:26][c:27]([CH3:28])[cH:29][cH:30]1)(=[O:31])=[O:32])[CH2:33][C:34]([F:35])([F:36])[F:37].[OH:1][CH:2]([CH3:3])[CH:4]([CH2:5][CH2:6][c:7]1[c:8]([OH:13])[cH:9][cH:10][cH:11][cH:12]1)[n:14]1[cH:15][n:16][c:17]([C:19](=[O:20])[NH2:21])[cH:18]1>>[OH:1][CH:2]([CH3:3])[CH:4]([CH2:5][CH2:6][c:7]1[c:8]([O:13][CH2:33][C:34]([F:35])([F:36])[F:37])[cH:9][cH:10][cH:11][cH:12]1)[n:14]1[cH:15][n:16][c:17]([C:19](=[O:20])[NH2:21])[cH:18]1. The reactants are O=C([O-])[O-], CCOC(C)=O, CN(C)C=O, [K+], [K+], Cc1ccc(S(=O)(=O)OCC(F)(F)F)cc1, CC(O)C(CCc1ccccc1O)n1cnc(C(N)=O)c1. Reactants: NCC(=O)N(C1=CC=CC=C1)CC(=O)N(C)C1=C(C=C(C=C1)F)F (2-(2-amino-N-phenyl-acetamido)-N-(2,4-difluorophenyl)-N-methylacetamide), CC=1C=C(C=CC1)N=C=O (3-methylphenyl isocyanate). Product: FC1=C(C=CC(=C1)F)N(C(CN(C(CNC(=O)NC1=CC(=CC=C1)C)=O)C1=CC=CC=C1)=O)C (N-(2,4-difluorophenyl)-N-methyl-2-{2-[3-(3-methylphenyl)ureido]-N-phenylacetamido}acetamide). Yield: 37.2%. As a reaction SMILES: [NH2:1][CH2:2][C:3]([N:5]([CH2:12][C:13]([N:15]([C:17]1[CH:22]=[CH:21][C:20]([F:23])=[CH:19][C:18]=1[F:24])[CH3:16])=[O:14])[C:6]1[CH:11]=[CH:10][CH:9]=[CH:8][CH:7]=1)=[O:4].[CH3:25][C:26]1[CH:27]=[C:28]([N:32]=[C:33]=[O:34])[CH:29]=[CH:30][CH:31]=1>>[F:24][C:18]1[CH:19]=[C:20]([F:23])[CH:21]=[CH:22][C:17]=1[N:15]([CH3:16])[C:13](=[O:14])[CH2:12][N:5]([C:6]1[CH:11]=[CH:10][CH:9]=[CH:8][CH:7]=1)[C:3](=[O:4])[CH2:2][NH:1][C:33]([NH:32][C:28]1[CH:29]=[CH:30][CH:31]=[C:26]([CH3:25])[CH:27]=1)=[O:34]. Procedure details: The procedure is analogous to that described in Example 1, but 1.2 g of 2-(2-amino-N-phenyl-acetamido)-N-(2,4-difluorophenyl)-N-methylacetamide and 0.46 g of 3-methylphenyl isocyanate are used as the starting material. The product obtained is purified by chromatography on 70 g of silica (0.065-0.200 mm) contained in a column 2.5 cm in diameter [eluent: dichloromethane/methanol (99-1 by volume)], collecting 15 cm3 fractions. Fractions 24 to 36 are combined and concentrated to dryness under reduce... Starting materials: C1(=CC=CC=C1)NC1=CC=C(C=C1)C1=CC=C(NC2=CC=CC=C2)C=C1 (N,N'-diphenylbenzidine), IC=1C=C(C=CC1)C (m-iodotoluene), C([O-])([O-])=O.[K+].[K+] (potassium carbonate). Reagents/catalysts: [Cu] (copper). The solvent is [N+](=O)([O-])C1=CC=CC=C1 (nitrobenzene). Product: C1(=CC=CC=C1)N(C1=CC=C(C=C1)C1=CC=C(NC2=CC=CC=C2)C=C1)C1(CC=C(C=C1)C1=CC=CC=C1)N(C1=CC(=CC=C1)C)C1=CC=CC=C1 (N,N'-diphenyl-N-[4-(N-phenyl-N-3-methylphenylamino)-biphenyl-4-yl]benzidine). Isolated yield 83.6%. RXN SMILES: [C:1]1([NH:7][C:8]2[CH:13]=[CH:12][C:11]([C:14]3[CH:26]=[CH:25][C:17]([NH:18][C:19]4[CH:24]=[CH:23][CH:22]=[CH:21][CH:20]=4)=[CH:16][CH:15]=3)=[CH:10][CH:9]=2)[CH:6]=[CH:5][CH:4]=[CH:3][CH:2]=1.I[C:28]1[CH:29]=[C:30]([CH3:34])[CH:31]=[CH:32][CH:33]=1.C(=O)([O-])[O-].[K+].[K+]>[Cu].[N+](C1C=CC=CC=1)([O-])=O>[C:19]1([N:18]([C:33]2([N:7]([C:1]3[CH:2]=[CH:3][CH:4]=[CH:5][CH:6]=3)[C:28]3[CH:33]=[CH:32][CH:31]=[C:30]([CH3:34])[CH:29]=3)[CH:32]=[CH:31][C:30]([C:34]3[CH:10]=[CH:9][CH:8]=[CH:13][CH:12]=3)=[CH:29][CH2:28]2)[C:17]2[CH:25]=[CH:26][C:14]([C:11]3[CH:12]=[CH:13][C:8]([NH:7][C:1]4[CH:6]=[CH:5][CH:4]=[CH:3][CH:2]=4)=[CH:9][CH:10]=3)=[CH:15][CH:16]=2)[CH:20]=[CH:21][CH:22]=[CH:23][CH:24]=1 |f:2.3.4|. Procedure details: A 500-ml reactor was charged with 33.6 g (0.10 mol) of N,N'-diphenylbenzidine, 25.0 g (0.11 mol) of m-iodotoluene, 27.6 g (0.2 mol) of potassium carbonate, 2.6 g of copper powder, and 200 ml of nitrobenzene. In an argon stream, the contents were heated under reflux for 24 hours. At the end of reaction, the insoluble was removed by filtration and the solvent was distilled off from the filtrate. The still residue was purified twice through a silica gel column with a 1/2mixture of n-hexane and tolu... The reactants are ClC1=C(C=C(C=C1)[C@@H]1O[C@@H]([C@H]([C@@H]([C@H]1OCC1=CC=CC=C1)OCC1=CC=CC=C1)OCC1=CC=CC=C1)COCC1=CC=CC=C1)CC(=O)NCC(=O)OC (methyl 2-(2-(2-chloro-5-((2S,3S,4R,5R,6R)-3,4,5-tris(benzyloxy)-6-(benzyloxymethyl)tetrahydro-2H-pyran-2-yl)phenyl)acetamido)acetate), ClC1=C(C=C(C=C1)[C@@H]1O[C@@H]([C@H]([C@@H]([C@H]1OCC1=CC=CC=C1)OCC1=CC=CC=C1)OCC1=CC=CC=C1)COCC1=CC=CC=C1)CC(=O)NCC(=O)OC (methyl 2-(2-(2-chloro-5-((2S,3S,4R,5R,6R)-3,4,5-tris(benzyloxy)-6-(benzyloxymethyl)tetrahydro-2H-pyran-2-yl)phenyl)acetamido)acetate), NN (hydrazine). The solvent is CO (MeOH). Run at temperature 60 celsius. Yields the product ClC1=C(CC2=NNC(CN2)=O)C=C(C=C1)[C@@H]1O[C@@H]([C@H]([C@@H]([C@H]1OCC1=CC=CC=C1)OCC1=CC=CC=C1)OCC1=CC=CC=C1)COCC1=CC=CC=C1 (3-(2-Chloro-5-((2S,3S,4R,5R,6R)-3,4,5-tris(benzyloxy)-6-(benzyloxymethyl)tetrahydro-2H-pyran-2-yl)benzyl)-4,5-dihydro-1,2,4-triazin-6(1H)-one). Isolated yield 77.0%. RXN SMILES: [Cl:1][C:2]1[CH:7]=[CH:6][C:5]([C@H:8]2[C@H:13]([O:14][CH2:15][C:16]3[CH:21]=[CH:20][CH:19]=[CH:18][CH:17]=3)[C@@H:12]([O:22][CH2:23][C:24]3[CH:29]=[CH:28][CH:27]=[CH:26][CH:25]=3)[C@H:11]([O:30][CH2:31][C:32]3[CH:37]=[CH:36][CH:35]=[CH:34][CH:33]=3)[C@@H:10]([CH2:38][O:39][CH2:40][C:41]3[CH:46]=[CH:45][CH:44]=[CH:43][CH:42]=3)[O:9]2)=[CH:4][C:3]=1[CH2:47][C:48]([NH:50][CH2:51][C:52]([O:54]C)=O)=O.[NH2:56][NH2:57]>CO>[Cl:1][C:2]1[CH:7]=[CH:6][C:5]([C@H:8]2[C@H:13]([O:14][CH2:15][C:16]3[CH:21]=[CH:20][CH:19]=[CH:18][CH:17]=3)[C@@H:12]([O:22][CH2:23][C:24]3[CH:25]=[CH:26][CH:27]=[CH:28][CH:29]=3)[C@H:11]([O:30][CH2:31][C:32]3[CH:33]=[CH:34][CH:35]=[CH:36][CH:37]=3)[C@@H:10]([CH2:38][O:39][CH2:40][C:41]3[CH:46]=[CH:45][CH:44]=[CH:43][CH:42]=3)[O:9]2)=[CH:4][C:3]=1[CH2:47][C:48]1[NH:50][CH2:51][C:52](=[O:54])[NH:57][N:56]=1. Procedure details: To a solution of methyl 2-(2-(2-chloro-5-((2S,3S,4R,5R,6R)-3,4,5-tris(benzyloxy)-6-(benzyloxymethyl)tetrahydro-2H-pyran-2-yl)phenyl)acetamido)acetate (compound 54, 1.1 g, 1.44 mmol) in MeOH (20 ml) was added hydrazine anhydrous (2 ml) at room temperature. Then, the reaction temperature was raised to 60° C., and maintained for overnight. After reaction complete, the solution was evaporated in vacuo, and the residue was dissolved in acetic acid (10 ml) with ammonium acetate (1 g). The reaction sol... As a reaction SMILES: [CH3:14][O:15][c:16]1[c:17]([CH3:26])[c:18]([C:19](=[O:20])[O:21][CH3:22])[cH:23][cH:24][cH:25]1.[CH3:1][Al:2]([CH3:3])[CH3:4].[CH3:27][c:28]1[cH:29][cH:30][cH:31][cH:32][cH:33]1.[NH2:5][CH:6]1[CH2:7][N:8]2[CH2:9][CH2:10][CH:11]1[CH2:12][CH2:13]2>>[NH:5]([CH:6]1[CH2:7][N:8]2[CH2:9][CH2:10][CH:11]1[CH2:12][CH2:13]2)[C:19]([c:18]1[c:17]([CH3:26])[c:16]([O:15][CH3:14])[cH:25][cH:24][cH:23]1)=[O:20]. Product: COc1cccc(C(=O)NC2CN3CCC2CC3)c1C. The reactants are COC(=O)c1cccc(OC)c1C, C[Al](C)C, Cc1ccccc1, NC1CN2CCC1CC2. RXN SMILES: [Si:1]([O:8][CH2:9][C@@H:10]([NH:24][S:25]([C:28]1[CH:36]=[CH:35][C:31]2[N:32]=[CH:33][S:34][C:30]=2[CH:29]=1)(=[O:27])=[O:26])[C:11]1[S:12][C:13](/[CH:16]=[N:17]\[S:18]([C:20]([CH3:23])([CH3:22])[CH3:21])=[O:19])=[CH:14][CH:15]=1)([C:4]([CH3:7])([CH3:6])[CH3:5])([CH3:3])[CH3:2].[CH2:37](O)[CH:38]([CH3:40])[CH3:39].C(P(=CC#N)(CCCC)CCCC)CCC>C1(C)C=CC=CC=1>[Si:1]([O:8][CH2:9][C@@H:10]([N:24]([CH2:37][CH:38]([CH3:40])[CH3:39])[S:25]([C:28]1[CH:36]=[CH:35][C:31]2[N:32]=[CH:33][S:34][C:30]=2[CH:29]=1)(=[O:27])=[O:26])[C:11]1[S:12][C:13](/[CH:16]=[N:17]\[S:18]([C:20]([CH3:21])([CH3:22])[CH3:23])=[O:19])=[CH:14][CH:15]=1)([C:4]([CH3:6])([CH3:7])[CH3:5])([CH3:3])[CH3:2]. Conditions: temperature 100 celsius, time 2 hour. Product: [Si](C)(C)(C(C)(C)C)OC[C@H](C=1SC(=CC1)\C=N/S(=O)C(C)(C)C)N(S(=O)(=O)C1=CC2=C(N=CS2)C=C1)CC(C)C (N-[(1R)-2-{[tert-butyl(dimethyl)silyl]oxy}-1-(5-{(Z)-[(tert-butylsulfinyl)imino]methyl}thiophen-2-yl)ethyl]-N-(2-methylpropyl)-1,3-benzothiazole-6-sulfonamide). Procedure details: To a solution of N-[(1R)-2-{[tert-butyl(dimethyl)silyl]oxy}-1-(5-{(Z)-[(tert-butylsulfinyl)imino]methyl}thiophen-2-yl)ethyl]-1,3-benzothiazole-6-sulfonamide (2.1 g, 3.58 mmol) and isobutanol (0.66 mL, 7.17 mmol) in toluene (18 mL) was added (tributyl-λ5-phosphanylidene)acetonitrile (1.74 mL, 7.17 mmol) and the reaction mixture was stirred at 100° C. for 2 hours. The mixture was cooled and then directly injected on a silica gel column eluting with hexanes and ethyl acetate. Solvent: C1(=CC=CC=C1)C (toluene). Starting materials: [Si](C)(C)(C(C)(C)C)OC[C@H](C=1SC(=CC1)\C=N/S(=O)C(C)(C)C)NS(=O)(=O)C1=CC2=C(N=CS2)C=C1 (N-[(1R)-2-{[tert-butyl(dimethyl)silyl]oxy}-1-(5-{(Z)-[(tert-butylsulfinyl)imino]methyl}thiophen-2-yl)ethyl]-1,3-benzothiazole-6-sulfonamide), C(C(C)C)O (isobutanol), C(CCC)P(CCCC)(CCCC)=CC#N ((tributyl-λ5-phosphanylidene)acetonitrile). Reactants: Cl (HCl), COC=1C=C2C(=C(NC2=CC1C(F)(F)F)C(=O)O)C (5-Methoxy-3-methyl-6-trifluoromethyl-1H-indole-2-carboxylic acid). The reagents and catalysts are [Cu] (copper), [Cu] (Copper). Run in CCOC(=O)C (EtOAc), N1=CC=CC2=CC=CC=C12 (quinoline). The product is COC=1C=C2C(=CNC2=CC1C(F)(F)F)C (5-Methoxy-3-methyl-6-trifluoromethyl-1H-indole). Isolated yield 53.0%. Reaction SMILES: [CH3:1][O:2][C:3]1[CH:4]=[C:5]2[C:9](=[CH:10][C:11]=1[C:12]([F:15])([F:14])[F:13])[NH:8][C:7](C(O)=O)=[C:6]2[CH3:19].Cl>N1C2C(=CC=CC=2)C=CC=1.CCOC(C)=O.[Cu]>[CH3:1][O:2][C:3]1[CH:4]=[C:5]2[C:9](=[CH:10][C:11]=1[C:12]([F:15])([F:13])[F:14])[NH:8][CH:7]=[C:6]2[CH3:19]. Reported procedure: To a solution of 5-Methoxy-3-methyl-6-trifluoromethyl-1H-indole-2-carboxylic acid (2.0 g, 7 mmol) in 5 ml quinoline was added copper powder (50 mg), and the reaction mixture was heated to reflux for 1.5 hours. Copper powder (50 mg) was added, and the reaction mixture was refluxed for 1 hour. The reaction mixture was cooled, diluted with EtOAc, poured into 50 ml 6 N HCl, and extracted with EtOAc. The combined organic layers were washed with brine, dried over magnesium sulfate, filtered, and conce...